From a dataset of the Open Reaction Database (ORD), a public repository of structured organic reaction records. describe an organic reaction: reactants, conditions, products, and yield Starting materials: CNC1CCCCC1 (N-methyl-cyclohexylamine), C(C)(=O)NC1=C(CBr)C=C(C=C1)C(C)(C)C (2-acetylamino-5-tert.butyl-benzylbromide). Solvent: C(Cl)(Cl)(Cl)Cl (carbon tetrachloride). The product is C(C)(=O)NC1=C(CN(C)C2CCCCC2)C=C(C=C1)C(C)(C)C (2-acetylamino-5-tert.butyl-N-cyclohexyl-N-methyl-benzylamine). RXN SMILES: [CH3:1][NH:2][CH:3]1[CH2:8][CH2:7][CH2:6][CH2:5][CH2:4]1.[C:9]([NH:12][C:13]1[CH:20]=[CH:19][C:18]([C:21]([CH3:24])([CH3:23])[CH3:22])=[CH:17][C:14]=1[CH2:15]Br)(=[O:11])[CH3:10]>C(Cl)(Cl)(Cl)Cl>[C:9]([NH:12][C:13]1[CH:20]=[CH:19][C:18]([C:21]([CH3:24])([CH3:23])[CH3:22])=[CH:17][C:14]=1[CH2:15][N:2]([CH:3]1[CH2:8][CH2:7][CH2:6][CH2:5][CH2:4]1)[CH3:1])(=[O:11])[CH3:10]. Procedure: 24 gm of N-methyl-cyclohexylamine were added to 23 gm of 2-acetylamino-5-tert.butyl-benzylbromide in 1.6 liters of carbon tetrachloride, and the mixture was refluxed for 1 hour. After cooling, the precipitated N-methyl-cyclohexylamine hydrobromide was filtered off, the filtrate was evaporated, and the crude product was purified chromatographically on silicagel with ethyl acetate. The corresponding fractions were combined and evaporated, and the 2-acetylamino-5-tert.butyl-N-cyclohexyl-N-methyl-be... The reactants are NC=1SC=C(N1)C(C(=O)NC1[C@@H]2N(C(=CCS2)C(=O)O)C1=O)=NOC (7-[2-(2-amino-4-thiazolyl)-2-methoxyiminoacetamido]-3-cephem-4-carboxylic acid). Reagents/catalysts: [Zn] (Zinc). Solvent: C(=O)O (formic acid). Conditions: time 15 minute. Yields the product C(=O)O.NC=1SC=C(N1)C(N)C(=O)NC1[C@@H]2N(C(=CCS2)C(=O)O)C1=O (7-[2-(2-amino-4-thiazolyl)glycinamido]-3-cephem-4-carboxylic acid formate). Yield: 184.7%. Reaction SMILES: [NH2:1][C:2]1[S:3][CH:4]=[C:5]([C:7](=[N:23]OC)[C:8]([NH:10][CH:11]2[C:21](=[O:22])[N:13]3[C:14]([C:18]([OH:20])=[O:19])=[CH:15][CH2:16][S:17][C@H:12]23)=[O:9])[N:6]=1>C(O)=O.[Zn]>[CH:18]([OH:20])=[O:19].[NH2:1][C:2]1[S:3][CH:4]=[C:5]([CH:7]([C:8]([NH:10][CH:11]2[C:21](=[O:22])[N:13]3[C:14]([C:18]([OH:20])=[O:19])=[CH:15][CH2:16][S:17][C@H:12]23)=[O:9])[NH2:23])[N:6]=1 |f:3.4|. Procedure: Zinc powder (4.5 g) was added to a stirred solution of 7-[2-(2-amino-4-thiazolyl)-2-methoxyiminoacetamido]-3-cephem-4-carboxylic acid (syn isomer: 3 g) in 90% formic acid (150 ml) under ice-cooling over 5 minutes, and stirred at the same temperature for 15 minutes. After the resultant solution was filtered and washed with formic acid, the filtrate and the washings were combined and concentrated under reduced pressure to a volume of about 20 ml. The concentrate was dissolved in water (150 ml) and... Starting materials: CI, COc1ccc2sc(=Nc3ccccc3)sc2c1. Product: COc1ccc2sc(=[N+](C)c3ccccc3)sc2c1, [I-]. RXN SMILES: [CH3:19][I:20].[CH3:1][O:2][c:3]1[cH:4][c:5]2[c:6]([s:7][c:8](=[N:10][c:11]3[cH:12][cH:13][cH:14][cH:15][cH:16]3)[s:9]2)[cH:17][cH:18]1>>[CH3:1][O:2][c:3]1[cH:4][c:5]2[c:6]([s:7][c:8](=[N+:10]([c:11]3[cH:12][cH:13][cH:14][cH:15][cH:16]3)[CH3:19])[s:9]2)[cH:17][cH:18]1.[I-:20].